Dataset: the Open Reaction Database (ORD), a public repository of structured organic reaction records. Task: describe an organic reaction: reactants, conditions, products, and yield Starting materials: C(CCC(=O)OC)(=O)OCC(=O)C1=CC(=CC(=C1)C(F)(F)F)Br (2-(3-bromo-5-(trifluoromethyl)phenyl)-2-oxoethyl methyl succinate), ClC=1C=C(C=C(C1)C(F)(F)F)C=1N=C(OC1)CCC(=O)OC (methyl 3-(4-(3-chloro-5-(trifluoromethyl)phenyl)oxazol-2-yl)propanoate). Yields the product BrC=1C=C(C=C(C1)C(F)(F)F)C=1N=C(OC1)CCC(=O)OC (methyl 3-(4-(3-bromo-5-(trifluoromethyl)phenyl)oxazol-2-yl)propanoate). Yield: 47.0%. RXN SMILES: [C:1]([O:9][CH2:10][C:11]([C:13]1[CH:18]=[C:17]([C:19]([F:22])([F:21])[F:20])[CH:16]=[C:15]([Br:23])[CH:14]=1)=O)(=O)[CH2:2][CH2:3][C:4]([O:6][CH3:7])=[O:5].ClC1C=C(C2[N:36]=C(CCC(OC)=O)OC=2)C=C(C(F)(F)F)C=1>>[Br:23][C:15]1[CH:14]=[C:13]([C:11]2[N:36]=[C:1]([CH2:2][CH2:3][C:4]([O:6][CH3:7])=[O:5])[O:9][CH:10]=2)[CH:18]=[C:17]([C:19]([F:22])([F:21])[F:20])[CH:16]=1. Procedure details: The title compound was prepared from 2-(3-bromo-5-(trifluoromethyl)phenyl)-2-oxoethyl methyl succinate (Reference Example 43) by a procedure similar to the one described for methyl 3-(4-(3-chloro-5-(trifluoromethyl)phenyl)oxazol-2-yl)propanoate (Reference Example 36) to provide methyl 3-(4-(3-bromo-5-(trifluoromethyl)phenyl)oxazol-2-yl)propanoate (3.62 g, 47%) as a yellow solid. The reactants are FC1=C(C=CC=C1)C1CC(CC(N1)C)C1=NC=C2C(N1)=CC=N2 (6-(2-fluorophenyl)-2-methyl-4-piperidylpyrrolo[3,2-d]pyrimidine), CCOC(=O)C (EtOAc), Cl (HCl). Run in CO (MeOH). The product is O.Cl.FC1=C(C=CC=C1)C1CC(CC(N1)C)C1=NC=C2C(N1)=CC=N2 (6-(2-Fluorophenyl)-2-methyl-4-piperidylpyrrolo[3,2-d]pyrimidine Hydrochloride Monohydrate). Yield: 88.0%. As a reaction SMILES: [F:1][C:2]1[CH:7]=[CH:6][CH:5]=[CH:4][C:3]=1[CH:8]1[NH:13][CH:12]([CH3:14])[CH2:11][CH:10]([C:15]2[NH:20][C:19]3=[CH:21][CH:22]=[N:23][C:18]3=[CH:17][N:16]=2)[CH2:9]1.CC[O:26]C(C)=O.[ClH:30]>CO>[OH2:26].[ClH:30].[F:1][C:2]1[CH:7]=[CH:6][CH:5]=[CH:4][C:3]=1[CH:8]1[NH:13][CH:12]([CH3:14])[CH2:11][CH:10]([C:15]2[NH:20][C:19]3=[CH:21][CH:22]=[N:23][C:18]3=[CH:17][N:16]=2)[CH2:9]1 |f:4.5.6|. Procedure: Using the method described in Example 30 by employing [1-(2-fluorophenyl)vinyl]pyrrolidine (freshly prepared before use) (1.02 g, 5.34 mmol), 2-methyl-4,6-dichloro-5-nitropyrimidine (Example 76(b)) (1.10 g, 5.34 mmol), N,N-diisopropylethyl amine (Aldrich Chemical Company) (1.3 mL, 7.73 mmol), piperidine (Aldrich Chemical Company) (0.9 mL, 5.34 mmol), NEt3 (Aldrich Chemical Company) (1.0 mL) and SnCl2 (Aldrich Chemical Company) (16 mL of a 2M solution in DMF). The residue was purified by flash ch... Reactants: CCN=C=NCCCN(C)C.Cl (EDCI HCl), C(C)(C)C1=CC=C(C(=O)O)C=C1 (4-isopropylbenzoic acid), CN(C)C=O (DMF), C(O)([O-])=O.[Na+] (sodium hydrogen carbonate), 2-amino-N′-hydroxypyridine-3-carboxyamide, C=1C=CC2=C(C1)N=NN2O (HOBt). Solvent: O (H2O). Product: CC(C)C1=CC=C(C=C1)C1=NC(=NO1)C=1C(=NC=CC1)N (3-{5-[4-(1-methylethyl)phenyl]-1,2,4-oxadiazol-3-yl}pyridin-2-amine). As a reaction SMILES: [CH:1]1[CH:2]=[CH:3][C:4]2N(O)N=[N:7][C:5]=2C=1.CC[N:13]=[C:14]=[N:15]CCCN(C)C.Cl.[CH:23]([C:26]1[CH:34]=[CH:33][C:29]([C:30]([OH:32])=O)=[CH:28][CH:27]=1)([CH3:25])[CH3:24].C(=O)([O-])O.[Na+].C[N:41](C=O)C>O>[CH3:25][CH:23]([C:26]1[CH:27]=[CH:28][C:29]([C:30]2[O:32][N:15]=[C:14]([C:4]3[C:5]([NH2:7])=[N:41][CH:1]=[CH:2][CH:3]=3)[N:13]=2)=[CH:33][CH:34]=1)[CH3:24] |f:1.2,4.5|. Procedure details: A mixture of 2-amino-N′-hydroxypyridine-3-carboxyamide (1070 mg), HOBt.H2O (1185 mg), EDCI HCl (1483 mg) and 4-isopropylbenzoic acid (1270 mg) in dehydrated DMF (40 mL) was stirred at room temperature overnight and at 80° C. for 24 hr. To the reaction mixture was added saturated aqueous sodium hydrogen carbonate solution, and the mixture was extracted with ethyl acetate. The organic layer was washed with saturated aqueous sodium hydrogen carbonate solution and saturated brine, dried over anhydro... Starting materials: C1CCOC1, CC1(C2CCC(=O)CC2)CC1, CCO, [Na+], [OH-], O, OO. Yields the product CC1(C2CCC(O)CC2)CC1. As a reaction SMILES: [CH2:17]1[O:18][CH2:19][CH2:20][CH2:21]1.[CH3:1][C:2]1([CH:5]2[CH2:6][CH2:7][C:8](=[O:11])[CH2:9][CH2:10]2)[CH2:3][CH2:4]1.[CH3:22][CH2:23][OH:24].[Na+:14].[OH-:13].[OH2:12].[OH:15][OH:16]>>[CH3:1][C:2]1([CH:5]2[CH2:6][CH2:7][CH:8]([OH:11])[CH2:9][CH2:10]2)[CH2:3][CH2:4]1. The reactants are N#CCBr, CCOC(=O)c1cc2c([nH]1)C1CCC2C1, [H-], [Na+], CN(C)C=O, O. The product is CCOC(=O)c1cc2c(n1CC#N)C1CCC2C1. RXN SMILES: [Br:18][CH2:19][C:20]#[N:21].[CH:1]12[c:2]3[nH:3][c:4]([C:11](=[O:12])[O:13][CH2:14][CH3:15])[cH:5][c:6]3[CH:7]([CH2:8][CH2:9]1)[CH2:10]2.[H-:17].[Na+:16].[O:23]=[CH:24][N:25]([CH3:26])[CH3:27].[OH2:22]>>[CH:1]12[c:2]3[n:3]([CH2:19][C:20]#[N:21])[c:4]([C:11](=[O:12])[O:13][CH2:14][CH3:15])[cH:5][c:6]3[CH:7]([CH2:8][CH2:9]1)[CH2:10]2.